describe an organic reaction: reactants, conditions, products, and yield From a dataset of the Open Reaction Database (ORD), a public repository of structured organic reaction records. Solvent: C(Cl)(Cl)Cl (chloroform). Starting materials: 1β-tert.-butoxy-8aβ-methyl-1,2,3,4,6,7,8,8a-octahydronaphthalene-6-one, C=O (paraformaldehyde), C1(=CC=CC=C1)S(=O)O (benzenesulfinic acid), CN(CCN(C)C)C (N,N,N',N'-tetramethylethylendiamine), C(C)(=O)O (acetic acid). RXN SMILES: C=O.[C:3]1(S(O)=O)[CH:8]=[CH:7][CH:6]=[CH:5][CH:4]=1.[CH3:12]N(C)CCN(C)C.[C:20]([OH:23])(=O)[CH3:21]>C(Cl)(Cl)Cl>[CH:20]([O:23][CH:8]([CH3:7])[CH3:3])([CH3:21])[CH3:12].[CH3:7][CH2:8][CH2:3][CH2:4][CH2:5][CH3:6] |f:5.6|. Procedure: A mixture of 1,18 g of 1β-tert.-butoxy-8aβ-methyl-1,2,3,4,6,7,8,8a-octahydronaphthalene-6-one, 0,175 g of paraformaldehyde, 0.90 g of benzenesulfinic acid, 2,4 ml of N,N,N',N'-tetramethylethylendiamine and 1,6 ml of glacial acetic acid is stirred for 2 days at 70° under nitrogen atmosphere. The reaction mixture is taken up in chloroform, washed with a saturated solution of sodiumhydrogencarbonate and with 1 n HCl. The organic phase is dried with sodium sulfate and the solvent removed under vacuu... Conditions: time 2 day. Yields the product C(C)(C)OC(C)C.CCCCCC (diisopropylether hexane). Reactants: CC(C)(C)OC(=O)N1CCOc2cc(Br)ccc2C1, CCNC, CC(C)(C)[O-], [Na+], C1COCCO1, O=C(C=Cc1ccccc1)C=Cc1ccccc1, O=C(C=Cc1ccccc1)C=Cc1ccccc1, O=C(C=Cc1ccccc1)C=Cc1ccccc1, O, [Pd], [Pd]. Product: CCN(C)c1ccc2c(c1)OCCN(C(=O)OC(C)(C)C)C2. RXN SMILES: [Br:1][c:2]1[cH:3][c:4]2[c:5]([cH:18][cH:19]1)[CH2:6][N:7]([C:11](=[O:12])[O:13][C:14]([CH3:15])([CH3:16])[CH3:17])[CH2:8][CH2:9][O:10]2.[CH2:20]([CH3:21])[NH:22][CH3:23].[CH3:24][C:25]([CH3:26])([O-:27])[CH3:28].[Na+:29].[O:31]1[CH2:32][CH2:33][O:34][CH2:35][CH2:36]1.[O:39]=[C:40]([CH:41]=[CH:42][c:43]1[cH:44][cH:45][cH:46][cH:47][cH:48]1)[CH:49]=[CH:50][c:51]1[cH:52][cH:53][cH:54][cH:55][cH:56]1.[O:57]=[C:58]([CH:59]=[CH:60][c:61]1[cH:62][cH:63][cH:64][cH:65][cH:66]1)[CH:67]=[CH:68][c:69]1[cH:70][cH:71][cH:72][cH:73][cH:74]1.[O:75]=[C:76]([CH:77]=[CH:78][c:79]1[cH:80][cH:81][cH:82][cH:83][cH:84]1)[CH:85]=[CH:86][c:87]1[cH:88][cH:89][cH:90][cH:91][cH:92]1.[OH2:30].[Pd:37].[Pd:38]>>[c:2]1([N:22]([CH2:20][CH3:21])[CH3:23])[cH:3][c:4]2[c:5]([cH:18][cH:19]1)[CH2:6][N:7]([C:11](=[O:12])[O:13][C:14]([CH3:15])([CH3:16])[CH3:17])[CH2:8][CH2:9][O:10]2. The reactants are CC[SiH](CC)CC, CCCCCC, ClCCl, OC1(c2cccc(F)c2F)CCC=CCC1, O=C(O)C(F)(F)F. Product: Fc1cccc(C2CCC=CCC2)c1F. Reaction SMILES: [CH2:17]([SiH:18]([CH2:19][CH3:20])[CH2:21][CH3:22])[CH3:23].[CH3:31][CH2:32][CH2:33][CH2:34][CH2:35][CH3:36].[Cl:37][CH2:38][Cl:39].[F:1][c:2]1[c:3]([C:9]2([OH:16])[CH2:10][CH2:11][CH:12]=[CH:13][CH2:14][CH2:15]2)[cH:4][cH:5][cH:6][c:7]1[F:8].[F:24][C:25]([F:26])([F:27])[C:28]([OH:29])=[O:30]>>[F:1][c:2]1[c:3]([CH:9]2[CH2:10][CH2:11][CH:12]=[CH:13][CH2:14][CH2:15]2)[cH:4][cH:5][cH:6][c:7]1[F:8]. Starting materials: COC1=CC=C(COC=2C=C(C(=O)OCC3=CC=C(C=C3)OC)C=CC2OCC2=CC=C(C=C2)OC)C=C1 (4-Methoxybenzyl 3,4-bis(4-methoxybenzyloxy)benzoate), [OH-].[Na+] (sodium hydroxide). Solvent: C(C)O (ethanol). Conditions: temperature 60 celsius. The product is COC1=CC=C(COC=2C=C(C(=O)O)C=CC2OCC2=CC=C(C=C2)OC)C=C1 (3,4-bis(4-Methoxybenzyloxy)benzoic acid). Yield: 85.0%. Reaction SMILES: [CH3:1][O:2][C:3]1[CH:38]=[CH:37][C:6]([CH2:7][O:8][C:9]2[CH:10]=[C:11]([CH:24]=[CH:25][C:26]=2[O:27][CH2:28][C:29]2[CH:34]=[CH:33][C:32]([O:35][CH3:36])=[CH:31][CH:30]=2)[C:12]([O:14]CC2C=CC(OC)=CC=2)=[O:13])=[CH:5][CH:4]=1.[OH-].[Na+]>C(O)C>[CH3:1][O:2][C:3]1[CH:4]=[CH:5][C:6]([CH2:7][O:8][C:9]2[CH:10]=[C:11]([CH:24]=[CH:25][C:26]=2[O:27][CH2:28][C:29]2[CH:30]=[CH:31][C:32]([O:35][CH3:36])=[CH:33][CH:34]=2)[C:12]([OH:14])=[O:13])=[CH:37][CH:38]=1 |f:1.2|. Procedure: 4-Methoxybenzyl 3,4-bis(4-methoxybenzyloxy)benzoate (6.48 g, 0.013 mol) was suspended in ethanol and treated with 2.5N aqueous sodium hydroxide solution (7.6 ml, 0.015 mol). The mixture was warmed to 60° C. for 4 h. The mixture was evaporated to low volume and then partitioned between water and ethyl acetate. The aqueous layer was washed again with ethyl acetate and then acidified and extracted into ethyl acetate. As the ethyl acetate solution was concentrated the product precipitated from solut... RXN SMILES: [Br:17][c:18]1[cH:19][c:20]([CH:21]=[O:22])[cH:23][cH:24][cH:25]1.[C:26]([O:27][BH-:28]([O:29][C:30](=[O:31])[CH3:32])[O:33][C:34](=[O:35])[CH3:36])(=[O:37])[CH3:38].[CH3:1][C:2]1([CH3:16])[O:3][B:4]([c:9]2[cH:10][cH:11][c:12]([NH2:13])[cH:14][cH:15]2)[O:5][C:6]1([CH3:7])[CH3:8].[CH3:42][OH:43].[Cl-:40].[NH4+:41].[Na+:39]>>[CH3:1][C:2]1([CH3:16])[O:3][B:4]([c:9]2[cH:10][cH:11][c:12]([NH:13][CH2:21][c:20]3[cH:19][c:18]([Br:17])[cH:25][cH:24][cH:23]3)[cH:14][cH:15]2)[O:5][C:6]1([CH3:7])[CH3:8]. Reactants: O=Cc1cccc(Br)c1, CC(=O)O[BH-](OC(C)=O)OC(C)=O, CC1(C)OB(c2ccc(N)cc2)OC1(C)C, CO, [Cl-], [NH4+], [Na+]. Yields the product CC1(C)OB(c2ccc(NCc3cccc(Br)c3)cc2)OC1(C)C. Reactants: C1CCOC1, COC(=O)C1=Cc2cc(-c3ccc(N4CCOCC4)cc3)ccc2N(C(=O)OC)CC1, CO, [Na+], [OH-]. Yields the product COC(=O)N1CCC(C(=O)O)=Cc2cc(-c3ccc(N4CCOCC4)cc3)ccc21. As a reaction SMILES: [CH2:36]1[O:37][CH2:38][CH2:39][CH2:40]1.[CH3:1][O:2][C:3](=[O:4])[N:5]1[CH2:6][CH2:7][C:8]([C:28](=[O:29])[O:30][CH3:31])=[CH:9][c:10]2[c:11]1[cH:12][cH:13][c:14](-[c:16]1[cH:17][cH:18][c:19]([N:22]3[CH2:23][CH2:24][O:25][CH2:26][CH2:27]3)[cH:20][cH:21]1)[cH:15]2.[CH3:34][OH:35].[Na+:33].[OH-:32]>>[CH3:1][O:2][C:3](=[O:4])[N:5]1[CH2:6][CH2:7][C:8]([C:28](=[O:29])[OH:30])=[CH:9][c:10]2[c:11]1[cH:12][cH:13][c:14](-[c:16]1[cH:17][cH:18][c:19]([N:22]3[CH2:23][CH2:24][O:25][CH2:26][CH2:27]3)[cH:20][cH:21]1)[cH:15]2. Starting materials: Oc1ccc(Br)cc1F, CCC(=O)N(C)OC, [Li]CCCC, C1CCOC1. Yields the product CCC(=O)c1ccc(O)c(F)c1. As a reaction SMILES: [Br:1][c:2]1[cH:3][c:4]([F:9])[c:5]([OH:8])[cH:6][cH:7]1.[CH3:15][N:16]([C:17]([CH2:18][CH3:19])=[O:20])[O:21][CH3:22].[Li:10][CH2:11][CH2:12][CH2:13][CH3:14].[O:23]1[CH2:24][CH2:25][CH2:26][CH2:27]1>>[c:2]1([C:17]([CH2:18][CH3:19])=[O:20])[cH:3][c:4]([F:9])[c:5]([OH:8])[cH:6][cH:7]1.